Dataset: the Open Reaction Database (ORD), a public repository of structured organic reaction records. Task: describe an organic reaction: reactants, conditions, products, and yield Reactants: C(CCC)[Li] (n-butyl lithium), BrC1=CC2=C(OCC2)C(=C1)Br (5,7-Dibromo-2,3-dihydrobenzo[b]furan), [Cl-].[NH4+] (ammonium chloride). Solvent: C(C)OCC (diethyl ether). Run at time 30 minute. Yields the product BrC1=CC2=C(OCC2)C=C1 (5-bromo-2,3-dihydrobenzo[b]furan). Yield: 93.1%. As a reaction SMILES: [Br:1][C:2]1[CH:10]=[C:9](Br)[C:5]2[O:6][CH2:7][CH2:8][C:4]=2[CH:3]=1.C([Li])CCC.[Cl-].[NH4+]>C(OCC)C>[Br:1][C:2]1[CH:10]=[CH:9][C:5]2[O:6][CH2:7][CH2:8][C:4]=2[CH:3]=1 |f:2.3|. Reported procedure: 5,7-Dibromo-2,3-dihydrobenzo[b]furan (see WO 02/070020) (3.0 g) in diethyl ether was cooled to −78° C. under argon atmosphere, and thereto was added dropwise n-butyl lithium (2.44 M hexane solution, 5.09 ml). The mixture was stirred at the same temperature for 30 minutes, and poured into a saturated aqueous ammonium chloride solution. The mixture was extracted with diethyl ether, and dried over magnesium sulfate. The solvent was evaporated under reduced pressure to give 5-bromo-2,3-dihydrobenzo[... The reactants are [N+](=O)([O-])C=CC1=C(C=CC=C1)C(F)(F)F (1-(2-Nitro-vinyl)-2-trifluoromethyl-benzene), [H-].[Al+3].[Li+].[H-].[H-].[H-] (lithium aluminium hydride). The product is FC(C1=C(C=CC=C1)CCN)(F)F (2-(2-Trifluoromethylphenyl)-ethylamine). As a reaction SMILES: [N+:1]([CH:4]=[CH:5][C:6]1[CH:11]=[CH:10][CH:9]=[CH:8][C:7]=1[C:12]([F:15])([F:14])[F:13])([O-])=O.[H-].[Al+3].[Li+].[H-].[H-].[H-]>>[F:13][C:12]([F:14])([F:15])[C:7]1[CH:8]=[CH:9][CH:10]=[CH:11][C:6]=1[CH2:5][CH2:4][NH2:1] |f:1.2.3.4.5.6|. Reported procedure: In close analogy to the procedure described above, 1-(2-Nitro-vinyl)-2-trifluoromethyl-benzene is reacted with lithium aluminium hydride to provide the title compound. Starting materials: C(C1=CC=CC=C1)(=O)OC1=C(N=C2N(C1=O)CCCC2Br)C(=O)OC (methyl 3-(benzoyloxy)-9-bromo-4-oxo-6,7,8,9-tetrahydro-4H-pyrido[1,2-a]pyrimidine-2-carboxylate), N1CCOCC1 (morpholine), FC1=CC=C(CN)C=C1 (4-fluoro-benzylamine). Run in CN(C)C=O (DMF). Run at time 1 hour. Yields the product hydrochloride salt, FC1=CC=C(CNC(=O)C=2N=C3N(C(C2O)=O)CCCC3N3CCOCC3)C=C1 (N-(4-fluorobenzyl)-3-hydroxy-9-morpholin-4-yl-4-oxo-6,7,8,9-tetrahydro-4H-pyrido[1,2-a]pyrimidine-2-carboxamide). RXN SMILES: C([O:9][C:10]1[C:15](=[O:16])[N:14]2[CH2:17][CH2:18][CH2:19][CH:20](Br)[C:13]2=[N:12][C:11]=1[C:22]([O:24]C)=O)(=O)C1C=CC=CC=1.[NH:26]1[CH2:31][CH2:30][O:29][CH2:28][CH2:27]1.[F:32][C:33]1[CH:40]=[CH:39][C:36]([CH2:37][NH2:38])=[CH:35][CH:34]=1>CN(C=O)C>[F:32][C:33]1[CH:40]=[CH:39][C:36]([CH2:37][NH:38][C:22]([C:11]2[N:12]=[C:13]3[CH:20]([N:26]4[CH2:31][CH2:30][O:29][CH2:28][CH2:27]4)[CH2:19][CH2:18][CH2:17][N:14]3[C:15](=[O:16])[C:10]=2[OH:9])=[O:24])=[CH:35][CH:34]=1. Reported procedure: To a solution of methyl 3-(benzoyloxy)-9-bromo-4-oxo-6,7,8,9-tetrahydro-4H-pyrido[1,2-a]pyrimidine-2-carboxylate in DMF was added morpholine (3 eq.) and the mixture was stirred at room temperature for 1 h. The solvent was removed under reduced pressure and the residue was triturated with diethyl ether. The crude material was dissolved in methanol, 4-fluoro-benzylamine (3 eq.) was added and the mixture was stirred for 1.5 h at 65° C. The solvent was removed under reduced pressure and the product ... The reactants are ClC1=C(C=CC=C1)C1=NCC=2N(C3=C1C=C(S3)CC)C=NN2 (4-(2-Chlorophenyl)-2-ethyl-6H-thieno[3,2-f] [1,2,4]triazolo[4,3-a] [1,4]diazepine), ClN1C(CCC1=O)=O (N-chlorosuccinimide), C(C)(=O)OCC (Ethyl acetate), O (water). Solvent: CN(C=O)C (dimethylformamide). Reaction conditions: time 8 hour. Yields the product ClC1=NN=C2N1C1=C(C(=NC2)C2=C(C=CC=C2)Cl)C=C(S1)CC (9-chloro-4-(2-chlorophenyl)-2-ethyl-6H-thieno[3,2-f] [1,2,4]triazolo[4,3-a] [1,4]diazepine). The yield is 16.3%. As a reaction SMILES: [Cl:1][C:2]1[CH:7]=[CH:6][CH:5]=[CH:4][C:3]=1[C:8]1[C:14]2[CH:15]=[C:16]([CH2:18][CH3:19])[S:17][C:13]=2[N:12]2[CH:20]=[N:21][N:22]=[C:11]2[CH2:10][N:9]=1.[Cl:23]N1C(=O)CCC1=O.C(OCC)(=O)C.O>CN(C)C=O>[Cl:23][C:20]1[N:12]2[C:13]3[S:17][C:16]([CH2:18][CH3:19])=[CH:15][C:14]=3[C:8]([C:3]3[CH:4]=[CH:5][CH:6]=[CH:7][C:2]=3[Cl:1])=[N:9][CH2:10][C:11]2=[N:22][N:21]=1. Procedure: 4-(2-Chlorophenyl)-2-ethyl-6H-thieno[3,2-f] [1,2,4]triazolo[4,3-a] [1,4]diazepine (10.0 g) and N-chlorosuccinimide (4.55 g) were dissolved in dimethylformamide (50 ml), and the mixture was stirred at room temperature overnight. Ethyl acetate and water were added thereto. The organic layer was washed with water and dried over magnesium sulfate. The solvent was concentrated under reduced pressure, and the obtained residue was purified by silica gel column chromatography to give 1.8 g of 9-chloro-4... Starting materials: C(=O)(OC(C)(C)C)N1CCNCC1 (BOC-Piperazine), C(C)(C)N(CC)C(C)C (diisopropylethylamine), C1(=CC=CC=C1)CC(=O)Cl (Phenylacetylchloride). The solvent is ClCCl (dichloromethane). Conditions: time 24 hour. The product is C(=O)(OC(C)(C)C)N1CCN(CC1)NC(CC1=CC=CC=C1)=O (1-BOC-4-phenylacetamidopiperazine). The yield is 100.0%. RXN SMILES: [C:1]([N:8]1[CH2:13][CH2:12][NH:11][CH2:10][CH2:9]1)([O:3][C:4]([CH3:7])([CH3:6])[CH3:5])=[O:2].C([N:17](C(C)C)CC)(C)C.[C:23]1([CH2:29][C:30](Cl)=[O:31])[CH:28]=[CH:27][CH:26]=[CH:25][CH:24]=1>ClCCl>[C:1]([N:8]1[CH2:9][CH2:10][N:11]([NH:17][C:30](=[O:31])[CH2:29][C:23]2[CH:28]=[CH:27][CH:26]=[CH:25][CH:24]=2)[CH2:12][CH2:13]1)([O:3][C:4]([CH3:7])([CH3:6])[CH3:5])=[O:2]. Reported procedure: BOC-Piperazine (1.06 g) was combined with dichloromethane (20.0 mL) and diisopropylethylamine (1.49 mL). Phenylacetylchloride (0.90 mL) was added dropwise and the reaction was allowed to stir at room temperature for 24 hours. The reaction was then washed with HCl (1N in water, 3×5 mL), saturated aqueous sodium bicarbonate (3×5 mL) and brine (5 mL). The organic layer was dried over anhydrous magnesium sulfate, filtered and concentrated giving 1-BOC-4-phenylacetamidopiperazine (1.73 g). Yield=100%... Reactants: CC(Cl)c1cccnc1, N#CC1(c2cccc(C(=O)O)c2)CCOCC1. Reagents/catalysts: O=C([O-])[O-].[Cs+].[Cs+] (cesium carbonate), [I-].[K+] (potassium iodide). The solvent is CN(C)C=O (DMF), CN(C)C=O (dmf), CN(C)C=O (DMF). Reaction conditions: temperature 70 celsius, time 16 hour. Product: CC(OC(=O)c1cccc(C2(C#N)CCOCC2)c1)c1cccnc1. Reactants: aqueous solution, [OH-].[Na+] (sodium hydroxide), ClC=1C=C(C=CC1Cl)CN1C(N(C(C2=CC(=CC=C12)CC=1NC=CN1)=O)CC(=O)OCC)=O (ethyl 1-(3,4-dichlorophenyl)methyl-1,4-dihydro-2,4-dioxo-6-imidazolylmethyl-3(2H)-quinazolineacetate). Solvent: C(C)O (ethanol). Yields the product ClC=1C=C(C=CC1Cl)CN1C(N(C(C2=CC(=CC=C12)CC=1NC=CN1)=O)CC(=O)O)=O (1-(3,4-Dichlorophenyl)methyl-1,4-dihydro-2,4-dioxo-6-imidazolylmethyl-3(2H)-quinazolineacetic acid). Isolated yield 74.7%. As a reaction SMILES: [OH-].[Na+].[Cl:3][C:4]1[CH:5]=[C:6]([CH2:11][N:12]2[C:21]3[C:16](=[CH:17][C:18]([CH2:22][C:23]4[NH:24][CH:25]=[CH:26][N:27]=4)=[CH:19][CH:20]=3)[C:15](=[O:28])[N:14]([CH2:29][C:30]([O:32]CC)=[O:31])[C:13]2=[O:35])[CH:7]=[CH:8][C:9]=1[Cl:10]>C(O)C>[Cl:3][C:4]1[CH:5]=[C:6]([CH2:11][N:12]2[C:21]3[C:16](=[CH:17][C:18]([CH2:22][C:23]4[NH:27][CH:26]=[CH:25][N:24]=4)=[CH:19][CH:20]=3)[C:15](=[O:28])[N:14]([CH2:29][C:30]([OH:32])=[O:31])[C:13]2=[O:35])[CH:7]=[CH:8][C:9]=1[Cl:10] |f:0.1|. Reported procedure: In 1.6 ml of 1N aqueous solution of sodium hydroxide and 20 ml of ethanol were refluxed 0.71 g of ethyl 1-(3,4-dichlorophenyl)methyl-1,4-dihydro-2,4-dioxo-6-imidazolylmethyl-3(2H)-quinazolineacetate for 1 hour. Ethanol was distilled off and the reaction mixture was neutralized with 3N hydrochloric acid. The crystals deposited were collected by filtration, washed with water and dried. They were recrystallized from acetic acid to obtain 0.50 g of title compound. m.p. 243°-244° C. The reactants are S1C(=NC2=C1C=CC=C2)C=2C(=NC(=NC2OC)S(=O)(=O)C)N[C@@H]2C[C@@H]([C@@H]1[C@H]2OC(O1)(C)C)CO (((3aR,4R,6R,6aS)-6-(5-(Benzo[d]thiazol-2-yl)-6-methoxy-2-(methylsulfonyl)pyrimidin-4-ylamino)-2,2-dimethyltetrahydro-3aH-cyclopenta[d][1,3]dioxol-4-yl)methanol), C1(CCC1)N (cyclobutylamine). Solvent: CC#N (MeCN). Conditions: temperature 80 celsius. Yields the product S1C(=NC2=C1C=CC=C2)C=2C(NC(=NC2N[C@@H]2C[C@@H]([C@H]1OC(O[C@H]12)(C)C)CO)NC1CCC1)=O (5-(Benzo[d]thiazol-2-yl)-2-(cyclobutylamino)-6-((3aS,4R,6R,6aR)-6-(hydroxymethyl)-2,2-dimethyltetrahydro-3aH-cyclopenta[d][1,3]dioxol-4-ylamino)pyrimidin-4(3H)-one). As a reaction SMILES: [S:1]1[C:5]2[CH:6]=[CH:7][CH:8]=[CH:9][C:4]=2[N:3]=[C:2]1[C:10]1[C:11]([NH:22][C@H:23]2[C@@H:27]3[O:28][C:29]([CH3:32])([CH3:31])[O:30][C@@H:26]3[C@@H:25]([CH2:33][OH:34])[CH2:24]2)=[N:12][C:13](S(C)(=O)=O)=[N:14][C:15]=1[O:16]C.[CH:35]1([NH2:39])[CH2:38][CH2:37][CH2:36]1>CC#N>[S:1]1[C:5]2[CH:6]=[CH:7][CH:8]=[CH:9][C:4]=2[N:3]=[C:2]1[C:10]1[C:15](=[O:16])[NH:14][C:13]([NH:39][CH:35]2[CH2:38][CH2:37][CH2:36]2)=[N:12][C:11]=1[NH:22][C@H:23]1[C@H:27]2[C@H:26]([O:30][C:29]([CH3:31])([CH3:32])[O:28]2)[C@@H:25]([CH2:33][OH:34])[CH2:24]1. Procedure details: Compound 8 (100 mg, 0.197 mmol) was dissolved in MeCN (2 mL) and cyclobutylamine (168 μL, 1.97 mmol) was added. The reaction was heated to 80° C. for 1 h. The solvent was evaporated and the residue was purified by column chromatography on silica gel, eluting with EtOAc/hexane to give the title compound as a yellow solid. MS 498 (M+H). Procedure: A solution of 17 g. of the product of step A in 100 ml. of acetic acid with 35 ml. of 48 percent hydrobromic acid is heated at reflux for three hours, then poured into ice water. This mixture is extracted into dichloromethane, and the extracts are dried to provide 4-(3-methylbenzofuran-5-yl)phenylacetic acid. This intermediate is esterified by heating with a trace of sulfuric acid in ethanol. The product is purified by chromatography on silica gel, eluting with 20 percent dichloromethane in carb... RXN SMILES: C(OC([C:6]1[O:7][C:8]2[CH:15]=[CH:14][C:13]([C:16]3[CH:21]=[CH:20][C:19]([CH2:22][C:23]([O:25]CC)=[O:24])=[CH:18][CH:17]=3)=[CH:12][C:9]=2[C:10]=1[CH3:11])=O)C.Br>C(O)(=O)C>[CH3:11][C:10]1[C:9]2[CH:12]=[C:13]([C:16]3[CH:21]=[CH:20][C:19]([CH2:22][C:23]([OH:25])=[O:24])=[CH:18][CH:17]=3)[CH:14]=[CH:15][C:8]=2[O:7][CH:6]=1. The product is CC1=COC2=C1C=C(C=C2)C2=CC=C(C=C2)CC(=O)O (4-(3-methylbenzofuran-5-yl)phenylacetic acid). Run in C(C)(=O)O (acetic acid). The reactants are C(C)OC(=O)C=1OC2=C(C1C)C=C(C=C2)C2=CC=C(C=C2)CC(=O)OCC (ethyl 4-(2-ethoxycarbonyl 3-methylbenzofuran-5-yl)phenylacetate), Br (hydrobromic acid), ice water. Reactants: COC(=O)CNc1ncc([N+](=O)[O-])c(NCC2CCC(NC(=O)OC(C)(C)C)CC2)n1, CO, [Li+], [OH-], O, O. Yields the product CC(C)(C)OC(=O)NC1CCC(CNc2nc(NCC(=O)O)ncc2[N+](=O)[O-])CC1. RXN SMILES: [CH3:1][O:2][C:3]([CH2:4][NH:5][c:6]1[n:7][cH:8][c:9]([N+:28](=[O:29])[O-:30])[c:10]([NH:12][CH2:13][CH:14]2[CH2:15][CH2:16][CH:17]([NH:20][C:21](=[O:22])[O:23][C:24]([CH3:25])([CH3:26])[CH3:27])[CH2:18][CH2:19]2)[n:11]1)=[O:31].[CH3:35][OH:36].[Li+:34].[OH-:33].[OH2:32].[OH2:37]>>[O:2]=[C:3]([CH2:4][NH:5][c:6]1[n:7][cH:8][c:9]([N+:28](=[O:29])[O-:30])[c:10]([NH:12][CH2:13][CH:14]2[CH2:15][CH2:16][CH:17]([NH:20][C:21](=[O:22])[O:23][C:24]([CH3:25])([CH3:26])[CH3:27])[CH2:18][CH2:19]2)[n:11]1)[OH:31].